Dataset: the Open Reaction Database (ORD), a public repository of structured organic reaction records. Task: describe an organic reaction: reactants, conditions, products, and yield The reactants are CC(C)N(CCC(C#N)(CCN(C(C)C)C(C)C)c1ccccc1)C(C)C, [Na+], [OH-], O=S(=O)(O)O. Yields the product CC(C)N(CCC(CCN(C(C)C)C(C)C)(C(N)=O)c1ccccc1)C(C)C. Reaction SMILES: [CH:1]([CH3:2])([CH3:3])[N:4]([CH2:5][CH2:6][C:7]([C:8]#[N:9])([c:10]1[cH:11][cH:12][cH:13][cH:14][cH:15]1)[CH2:16][CH2:17][N:18]([CH:19]([CH3:20])[CH3:21])[CH:22]([CH3:23])[CH3:24])[CH:25]([CH3:26])[CH3:27].[Na+:29].[OH-:28].[S:30](=[O:31])(=[O:32])([OH:33])[OH:34]>>[CH:1]([CH3:2])([CH3:3])[N:4]([CH2:5][CH2:6][C:7]([C:8]([NH2:9])=[O:28])([c:10]1[cH:11][cH:12][cH:13][cH:14][cH:15]1)[CH2:16][CH2:17][N:18]([CH:19]([CH3:20])[CH3:21])[CH:22]([CH3:23])[CH3:24])[CH:25]([CH3:26])[CH3:27]. Reactants: CCCCCN, CO, Nc1nc(Cl)c(C=O)c(Cl)n1. The product is CCCCCNc1nc(N)nc(Cl)c1C=O. Reaction SMILES: [CH2:12]([CH2:13][CH2:14][CH2:15][CH3:16])[NH2:17].[CH3:18][OH:19].[NH2:1][c:2]1[n:3][c:4]([Cl:11])[c:5]([CH:9]=[O:10])[c:6]([Cl:8])[n:7]1>>[NH2:1][c:2]1[n:3][c:4]([Cl:11])[c:5]([CH:9]=[O:10])[c:6]([NH:17][CH2:12][CH2:13][CH2:14][CH2:15][CH3:16])[n:7]1.